Dataset: the Open Reaction Database (ORD), a public repository of structured organic reaction records. Task: describe an organic reaction: reactants, conditions, products, and yield Starting materials: ClC1=NC=2C=CC=C3CCCN1C23 (2-chloro-5,6-dihydro-4H-imidazo[4,5,1-ij]quinoline), N1(CCNCC1)C=O (1-piperazinecarboxaldehyde). Product: N1=C(N2CCCC3=CC=CC1=C23)N2CCN(CC2)C=O (4-[5,6-Dihydro-4H-imidazo[4,5, 1-ij]quinolin-2-yl]-1-piperazinecarboxaldehyde). The yield is 64.5%. Reaction SMILES: Cl[C:2]1[N:12]2[C:13]3[C:8]([CH2:9][CH2:10][CH2:11]2)=[CH:7][CH:6]=[CH:5][C:4]=3[N:3]=1.[N:14]1([CH:20]=[O:21])[CH2:19][CH2:18][NH:17][CH2:16][CH2:15]1>>[N:3]1[C:4]2=[C:13]3[C:8](=[CH:7][CH:6]=[CH:5]2)[CH2:9][CH2:10][CH2:11][N:12]3[C:2]=1[N:17]1[CH2:18][CH2:19][N:14]([CH:20]=[O:21])[CH2:15][CH2:16]1. Reported procedure: A solution of 2-chloro-5,6-dihydro-4H-imidazo[4,5,1-ij]quinoline (20.00 g) in 1-piperazinecarboxaldehyde (25.00 g) was stirred at 120° C., under nitrogen, for 1.5 hrs. The reaction mixture was quenched with dilute sodium bicarbonate solution (300 ml) and extracted with chloroform. The organic extracts were combined, washed with brine, dried over anhydrous magnesium sulfate and filtered. The filtrate was concentrated. The residue was purified by flash chromatography (silica gel; 25:1 dichlorometh... Reaction SMILES: Br[C:2]1[C:3]([C:22]([O:24][CH2:25][CH3:26])=[O:23])=[N:4][N:5]([C:14]2[CH:19]=[CH:18][C:17]([Cl:20])=[CH:16][C:15]=2[Cl:21])[C:6]=1[C:7]1[CH:12]=[CH:11][C:10]([Cl:13])=[CH:9][CH:8]=1.C(=O)([O-])[O-].[K+].[K+].[C:33]1([CH3:39])C=CC=C[CH:34]=1>>[Cl:13][C:10]1[CH:11]=[CH:12][C:7]([C:6]2[N:5]([C:14]3[CH:19]=[CH:18][C:17]([Cl:20])=[CH:16][C:15]=3[Cl:21])[N:4]=[C:3]([C:22]([O:24][CH2:25][CH3:26])=[O:23])[C:2]=2[CH:39]2[CH2:33][CH2:34]2)=[CH:8][CH:9]=1 |f:1.2.3|. Reactants: BrC=1C(=NN(C1C1=CC=C(C=C1)Cl)C1=C(C=C(C=C1)Cl)Cl)C(=O)OCC (Ethyl 4-bromo-5-(4-chlorophenyl)-1-(2,4-dichlorophenyl)-1H-pyrazole-3-carboxylate), tetrakis(triphenylphsophine)palladium, C([O-])([O-])=O.[K+].[K+] (potassium carbonate), C1(=CC=CC=C1)C (toluene). The product is ClC1=CC=C(C=C1)C1=C(C(=NN1C1=C(C=C(C=C1)Cl)Cl)C(=O)OCC)C1CC1 (Ethyl 5-(4-chlorophenyl)-4-cyclopropyl-1-(2,4-dichlorophenyl)-1H-pyrazole-3-carboxylate). Procedure details: To a solution of ethyl 4-bromo-5-(4-chlorophenyl)-1-(2,4-dichlorophenyl)-1H-pyrazole-3-carboxylate (68) (500 mg, 1.1 mmol) in aqueous toluene, tetrakis(triphenylphsophine)palladium (122 mg, 0.11 mmol) and potassium carbonate (510 mg, 3.9 mmol) were added. The reaction mixture was placed under microwave irradiation with the temperature set to 140° C. The resulting solution was filtered with syringe filter, and then solvent was evaporated under reduced pressure. The residue was purified with silic... Isolated yield 44.0%.